Dataset: the Open Reaction Database (ORD), a public repository of structured organic reaction records. Task: describe an organic reaction: reactants, conditions, products, and yield The reactants are NC1=CC(=NN1C1=C(C=C(C(=C1)SCC(F)(F)F)C)F)OC(C(C(F)(F)F)F)(F)F (5-amino-1-{2-fluoro-4-methyl-5-(2,2,2-trifluoroethylthio)phenyl}-3-(1,1,2,3,3,3-hexafluoropropoxy)pyrazole), ClN1C(CCC1=O)=O (N-chlorosuccinimide). Run in C(C)#N (acetonitrile). Conditions: time 30 minute. The product is NC1=C(C(=NN1C1=C(C=C(C(=C1)SCC(F)(F)F)C)F)OC(C(C(F)(F)F)F)(F)F)Cl (5-amino-4-chloro-1-{2-fluoro-4-methyl-5-(2,2,2-trifluoroethylthio)phenyl}-3-(1,1,2,3,3,3-hexafluoropropoxy)pyrazole). The yield is 100.3%. As a reaction SMILES: [NH2:1][C:2]1[N:6]([C:7]2[CH:12]=[C:11]([S:13][CH2:14][C:15]([F:18])([F:17])[F:16])[C:10]([CH3:19])=[CH:9][C:8]=2[F:20])[N:5]=[C:4]([O:21][C:22]([F:30])([F:29])[CH:23]([F:28])[C:24]([F:27])([F:26])[F:25])[CH:3]=1.[Cl:31]N1C(=O)CCC1=O>C(#N)C>[NH2:1][C:2]1[N:6]([C:7]2[CH:12]=[C:11]([S:13][CH2:14][C:15]([F:17])([F:18])[F:16])[C:10]([CH3:19])=[CH:9][C:8]=2[F:20])[N:5]=[C:4]([O:21][C:22]([F:29])([F:30])[CH:23]([F:28])[C:24]([F:25])([F:26])[F:27])[C:3]=1[Cl:31]. Reported procedure: 2.9 g of 5-amino-1-{2-fluoro-4-methyl-5-(2,2,2-trifluoroethylthio)phenyl}-3-(1,1,2,3,3,3-hexafluoropropoxy)pyrazole was dissolved in 30 mL of acetonitrile, and 0.9g of N-chlorosuccinimide was added under cooling with ice. After stirring for 30minutes under cooling with ice, the solvent was distilled off under reduced pressure, extraction with ethyl acetate was carried out, and the organic layer was dried over anhydrous magnesium sulfate. Then, the solvent was distilled off under reduced pressure... Reactants: [N+](=O)([O-])C=1C=C2C=C(NC2=CC1)C(=O)O (5-nitroindole-2 -carboxylic acid), C(C)(C)NC=1C(=NC=CC1)N1CCNCC1 (1-[3-(N-isopropyl)amino-2-pyridinyl]piperazine), C(C)N=C=NCCCN(C)C (1-(ethyl)-3-(dimethylaminopropyl)carbodiimide). The solvent is C1CCOC1 (THF). Product: CC(C)NC1=C(N=CC=C1)N2CCN(CC2)C(=O)C3=CC4=C(N3)C=CC(=C4)[N+](=O)[O-] (1-[5-Nitroindolyl-2-carbonyl]-4-[3-(1-methylethylamino)-2-pyridinyl]piperazine). As a reaction SMILES: [N+:1]([C:4]1[CH:5]=[C:6]2[C:10](=[CH:11][CH:12]=1)[NH:9][C:8]([C:13]([OH:15])=O)=[CH:7]2)([O-:3])=[O:2].[CH:16]([NH:19][C:20]1[C:21]([N:26]2[CH2:31][CH2:30][NH:29][CH2:28][CH2:27]2)=[N:22][CH:23]=[CH:24][CH:25]=1)([CH3:18])[CH3:17].C(N=C=NCCCN(C)C)C>C1COCC1>[CH3:18][CH:16]([NH:19][C:20]1[CH:25]=[CH:24][CH:23]=[N:22][C:21]=1[N:26]1[CH2:27][CH2:28][N:29]([C:13]([C:8]2[NH:9][C:10]3[CH:11]=[CH:12][C:4]([N+:1]([O-:3])=[O:2])=[CH:5][C:6]=3[CH:7]=2)=[O:15])[CH2:30][CH2:31]1)[CH3:17]. Procedure details: Following the general procedure of EXAMPLE 16A and making non-critical variations but starting with 5-nitroindole-2 -carboxylic acid (0.86 g), 1-[3-(N-isopropyl)amino-2-pyridinyl]piperazine (0.43 g), 1-(ethyl)-3-(dimethylaminopropyl)carbodiimide (0.45 g) and THF (4 ml), the title compound is obtained, mp 153°-154°. Starting materials: [O-]CC.[Na+] (sodium ethoxide), Cl (HCl), O=C1NC2=CC(=CC=C2C1)C(=O)C=1C=C(C=CC1)NC(=O)C=1SC=CC1 (Thiophene-2-carboxylic acid [3-(2-oxo-2,3-dihydro-1H-indole-6-carbonyl)-phenyl]-amide), C(=O)OCC (ethyl formate). The solvent is C(C)O (ethanol), C(C)O (ethanol). Run at temperature 78 celsius. The product is OC=C1C(NC2=CC(=CC=C12)C(=O)C=1C=C(C=CC1)NC(=O)C=1SC=CC1)=O (Thiophene-2-carboxylic acid [3-(3-hydroxymethylene-2-oxo-2,3-dihydro-1H-indole-6-carbonyl)-phenyl]-amide). The yield is 71.0%. Reaction SMILES: [O:1]=[C:2]1[CH2:10][C:9]2[C:4](=[CH:5][C:6]([C:11]([C:13]3[CH:14]=[C:15]([NH:19][C:20]([C:22]4[S:23][CH:24]=[CH:25][CH:26]=4)=[O:21])[CH:16]=[CH:17][CH:18]=3)=[O:12])=[CH:7][CH:8]=2)[NH:3]1.[CH:27](OCC)=[O:28].[O-]CC.[Na+].Cl>C(O)C>[OH:28][CH:27]=[C:10]1[C:9]2[C:4](=[CH:5][C:6]([C:11]([C:13]3[CH:14]=[C:15]([NH:19][C:20]([C:22]4[S:23][CH:24]=[CH:25][CH:26]=4)=[O:21])[CH:16]=[CH:17][CH:18]=3)=[O:12])=[CH:7][CH:8]=2)[NH:3][C:2]1=[O:1] |f:2.3|. Procedure: Thiophene-2-carboxylic acid [3-(2-oxo-2,3-dihydro-1H-indole-6-carbonyl)-phenyl]-amide (1.27 g, 3.504 mmol) and ethyl formate (0.85 mL, 10.52 mmol) were dissolved in anhydrous ethanol (10 mL). The resulting solution was treated in dropwise fashion with a 21 wt % solution of sodium ethoxide in ethanol (3.90 mL, 10.45 mmol). This reaction mixture was heated at 78° C. for 1 h, producing a black oil. Subsequently, the reaction mixture was cooled to room temperature, and then the reaction pH was adjus...